This data is from the Open Reaction Database (ORD), a public repository of structured organic reaction records. The task is: describe an organic reaction: reactants, conditions, products, and yield The reactants are resultant solution, C(C)(C)(C)OC(=O)N1C(\C(\C2=CC=C(C=C12)Cl)=C/C1=C(C=CC(=C1)Cl)OC1(CCC1)C(=O)OC)=O (Z-6-chloro-3-[5-chloro-2-(1-methoxycarbonyl-cyclobutoxy)-benzylidene]-2-oxo-2,3-dihydro-indole-1-carboxylic acid tert-butyl ester), FC=1C=CC(=C(C1)C=NC(=C)O[Si](C)(C)C)C (1-(5-fluoro-2-methylphenyl)-3-trimethylsilyoxy-2-aza-1,3-butadiene), C(=O)(C(F)(F)F)O (TFA). Solvent: C1(=CC=CC=C1)C (toluene). Conditions: temperature 60 celsius. The product is ClC1=CC=C2C(=C1)NC(C21C(NC(CC1C1=C(C=CC(=C1)Cl)OC1(CCC1)C(=O)OC)=O)C1=C(C=CC(=C1)F)C)=O (6-chloro-4′-[5-chloro-2-(1-methoxycarbonyl-cyclobutoxy)-phenyl]-2′-(5-fluoro-2-methyl-phenyl)-spiro[3H-indole-3,3′-piperidine]-2,6′(1H)-dione). The yield is 11.5%. RXN SMILES: C(OC([N:8]1[C:16]2[C:11](=[CH:12][CH:13]=[C:14]([Cl:17])[CH:15]=2)/[C:10](=[CH:18]/[C:19]2[CH:24]=[C:23]([Cl:25])[CH:22]=[CH:21][C:20]=2[O:26][C:27]2([C:31]([O:33][CH3:34])=[O:32])[CH2:30][CH2:29][CH2:28]2)/[C:9]1=[O:35])=O)(C)(C)C.[F:36][C:37]1[CH:38]=[CH:39][C:40]([CH3:52])=[C:41]([CH:43]=[N:44][C:45]([O:47][Si](C)(C)C)=[CH2:46])[CH:42]=1.C(O)(C(F)(F)F)=O>C1(C)C=CC=CC=1>[Cl:17][C:14]1[CH:15]=[C:16]2[NH:8][C:9](=[O:35])[C:10]3([CH:18]([C:19]4[CH:24]=[C:23]([Cl:25])[CH:22]=[CH:21][C:20]=4[O:26][C:27]4([C:31]([O:33][CH3:34])=[O:32])[CH2:30][CH2:29][CH2:28]4)[CH2:46][C:45](=[O:47])[NH:44][CH:43]3[C:41]3[CH:42]=[C:37]([F:36])[CH:38]=[CH:39][C:40]=3[CH3:52])[C:11]2=[CH:12][CH:13]=1. Procedure details: A mixture of E/Z-6-chloro-3-[5-chloro-2-(1-methoxycarbonyl-cyclobutoxy)-benzylidene]-2-oxo-2,3-dihydro-indole-1-carboxylic acid tert-butyl ester (1.5 g, 2.9 mmol) and 1-(5-fluoro-2-methylphenyl)-3-trimethylsilyoxy-2-aza-1,3-butadiene (10 mmol) prepared in Example 4 in toluene (10 mL) was heated at 60° C. for 3 h. To the mixture was added TFA (5 mL), and the resultant solution was stirred at room temperature for 20 min, then concentrated in vacuo. The residue was partitioned between ethyl acetate... Starting materials: CCN=C=NCCCN(C)C, O=C(O)CCC(=O)c1ccc(Cl)cc1, Cl, NCC1CN(c2ccc(C3CNCCO3)c(F)c2)C(=O)O1, On1nnc2ccccc21. Yields the product O=C(CCC(=O)c1ccc(Cl)cc1)NCC1CN(c2ccc(C3CNCCO3)c(F)c2)C(=O)O1. Reaction SMILES: [CH3:47][N:48]([CH3:49])[CH2:50][CH2:51][CH2:52][N:53]=[C:54]=[N:55][CH2:56][CH3:57].[Cl:22][c:23]1[cH:24][cH:25][c:26]([C:29]([CH2:30][CH2:31][C:32](=[O:33])[OH:34])=[O:35])[cH:27][cH:28]1.[ClH:46].[F:1][c:2]1[cH:3][c:4]([N:14]2[C:15](=[O:21])[O:16][CH:17]([CH2:19][NH2:20])[CH2:18]2)[cH:5][cH:6][c:7]1[CH:8]1[O:9][CH2:10][CH2:11][NH:12][CH2:13]1.[OH:36][n:37]1[c:38]2[c:39]([cH:40][cH:41][cH:42][cH:43]2)[n:44][n:45]1>>[F:1][c:2]1[cH:3][c:4]([N:14]2[C:15](=[O:21])[O:16][CH:17]([CH2:19][NH:20][C:32]([CH2:31][CH2:30][C:29]([c:26]3[cH:25][cH:24][c:23]([Cl:22])[cH:28][cH:27]3)=[O:35])=[O:33])[CH2:18]2)[cH:5][cH:6][c:7]1[CH:8]1[O:9][CH2:10][CH2:11][NH:12][CH2:13]1. The reactants are C=C1CC(C(=O)OC)N(C(=O)c2cc(OC)c(OCCCCCBr)cc2[N+](=O)[O-])C1, CC(C)C[AlH]CC(C)C, CO, Cc1ccccc1, Cl. The product is C=C1CC(C=O)N(C(=O)c2cc(OC)c(OCCCCCBr)cc2[N+](=O)[O-])C1. Reaction SMILES: [CH3:1][O:2][C:3]([CH:4]1[N:5]([C:10]([c:11]2[c:12]([N+:26](=[O:27])[O-:28])[cH:13][c:14]([O:19][CH2:20][CH2:21][CH2:22][CH2:23][CH2:24][Br:25])[c:15]([O:17][CH3:18])[cH:16]2)=[O:29])[CH2:6][C:7](=[CH2:9])[CH2:8]1)=[O:30].[CH3:31][CH:32]([CH2:33][AlH:34][CH2:35][CH:36]([CH3:37])[CH3:38])[CH3:39].[CH3:40][OH:41].[CH3:43][c:44]1[cH:45][cH:46][cH:47][cH:48][cH:49]1.[ClH:42]>>[O:2]=[CH:3][CH:4]1[N:5]([C:10]([c:11]2[c:12]([N+:26](=[O:27])[O-:28])[cH:13][c:14]([O:19][CH2:20][CH2:21][CH2:22][CH2:23][CH2:24][Br:25])[c:15]([O:17][CH3:18])[cH:16]2)=[O:29])[CH2:6][C:7](=[CH2:9])[CH2:8]1. Product: BrC=1C=C(C=CC1)C1=NN2C(C=CC=C2)=C1C1=NC(=NC=C1F)NC1=CC(=CC=C1)F (4-[2-(3-Bromophenyl)pyrazolo[1,5-a]pyridin-3-yl]-5-fluoro-N-(3-fluorophenyl)-2-pyrimidinamine). The solvent is CC(C)O (2-propanol). Conditions: temperature 180 celsius. Reactants: BrC=1C=C(C=CC1)C1=NN2C(C=CC=C2)=C1C1=NC(=NC=C1F)Cl (2-(3-bromophenyl)-3-(2-chloro-5-fluoro-4-pyrimidinyl)pyrazolo[1,5-a]pyridine), FC=1C=C(N)C=CC1 (3-fluoroaniline), Cl.O1CCOCC1 (HCl dioxane). The yield is 76.9%. RXN SMILES: [Br:1][C:2]1[CH:3]=[C:4]([C:8]2[C:16]([C:17]3[C:22]([F:23])=[CH:21][N:20]=[C:19](Cl)[N:18]=3)=[C:11]3[CH:12]=[CH:13][CH:14]=[CH:15][N:10]3[N:9]=2)[CH:5]=[CH:6][CH:7]=1.[F:25][C:26]1[CH:27]=[C:28]([CH:30]=[CH:31][CH:32]=1)[NH2:29].Cl.O1CCOCC1>CC(O)C>[Br:1][C:2]1[CH:3]=[C:4]([C:8]2[C:16]([C:17]3[C:22]([F:23])=[CH:21][N:20]=[C:19]([NH:29][C:28]4[CH:30]=[CH:31][CH:32]=[C:26]([F:25])[CH:27]=4)[N:18]=3)=[C:11]3[CH:12]=[CH:13][CH:14]=[CH:15][N:10]3[N:9]=2)[CH:5]=[CH:6][CH:7]=1 |f:2.3|. Procedure: A solution 2-(3-bromophenyl)-3-(2-chloro-5-fluoro-4-pyrimidinyl)pyrazolo[1,5-a]pyridine (100 mg, 0.25 mmol, obtained from composite batches) in 2-propanol (5 mL) was added 3-fluoroaniline (166 mg, 1.4 mmol) followed by 4M HCl/dioxane (0.4 ml, 1.6 mmol). The reaction mixture was heated at 180° C. in the microwave for 1 h. The solvent was removed under reduced pressure and the solids were recrystallized from EtOAc/hexanes to afford the desired product (92 mg, 77%) as a brown solid. ESIMS (M+H)+=47... Reactants: ClC1=C(C=CC=C1Cl)O (2,3-dichlorophenol), ClC1=CC(=C(N)C=C1Cl)[N+](=O)[O-] (4,5-dichloro-2-nitroaniline), [OH-].[K+] (potassium hydroxide). Solvent: O (water). Reaction conditions: temperature 150 celsius, time 8 hour. The product is ClC1=C(OC=2C(=CC(=C(N)C2)[N+](=O)[O-])Cl)C=CC=C1Cl (5-(2,3-dichlorophenoxy)-4-chloro-2nitroaniline). As a reaction SMILES: [Cl:1][C:2]1[C:7]([Cl:8])=[CH:6][CH:5]=[CH:4][C:3]=1[OH:9].[Cl:10][C:11]1[C:17](Cl)=[CH:16][C:14]([NH2:15])=[C:13]([N+:19]([O-:21])=[O:20])[CH:12]=1.[OH-].[K+]>O>[Cl:1][C:2]1[C:7]([Cl:8])=[CH:6][CH:5]=[CH:4][C:3]=1[O:9][C:17]1[C:11]([Cl:10])=[CH:12][C:13]([N+:19]([O-:21])=[O:20])=[C:14]([CH:16]=1)[NH2:15] |f:2.3|. Procedure: A mixture of 171 g of 2,3-dichlorophenol and 186 g of 4,5-dichloro-2-nitroaniline is heated to 150° C. 101 g of a 50% potassium hydroxide solution are added dropwise to the dark-red liquid over a period of 1 hour. The water of reaction formed is distilled off with a small amount of phenol. The reaction mixture is stirred overnight at 150° C. and then, at that temperature, 450 ml of dimethylformamide are added. The solution is allowed to cool and is all poured onto a mixture of 3 1 of water and 1... Reactants: O=O (oxygen), C(CCCCC)(=O)OCC.[Ce] (cerium 2-ethyl hexanoate), [O-]CC.[Nb+5].[O-]CC.[O-]CC.[O-]CC.[O-]CC (niobium ethoxide), [O-]CC.[Nb+5].[O-]CC.[O-]CC.[O-]CC.[O-]CC (niobium ethoxide). Run in C(CCC)O (n-butanol), C(CCC)O (n-butanol). Yields the product [O-]CC.[Nb+5].[O-]CC.[O-]CC.[O-]CC.[O-]CC (niobium ethoxide), C(CCCCC)(=O)OCC.[Ce+3] (cerium (III) 2-ethyl hexanoate), [Nb] (niobium). RXN SMILES: O=O.[O-:3][CH2:4][CH3:5].[Nb+5:6].[O-:7][CH2:8][CH3:9].[O-:10][CH2:11][CH3:12].[O-:13][CH2:14][CH3:15].[O-:16][CH2:17][CH3:18].[C:19]([O:26][CH2:27][CH3:28])(=[O:25])[CH2:20][CH2:21][CH2:22][CH2:23][CH3:24].[Ce:29]>C(O)CCC>[O-:3][CH2:4][CH3:5].[Nb+5:6].[O-:7][CH2:8][CH3:9].[O-:10][CH2:11][CH3:12].[O-:13][CH2:14][CH3:15].[O-:16][CH2:17][CH3:18].[C:19]([O:26][CH2:27][CH3:28])(=[O:25])[CH2:20][CH2:21][CH2:22][CH2:23][CH3:24].[Ce+3:29].[Nb:6] |f:1.2.3.4.5.6,7.8,10.11.12.13.14.15,16.17|. Procedure details: NbxCe1-xO2 where x is from about 0.02 to about 0.05 was prepared by the following procedure. A solution of niobium ethoxide was prepared in n-butanol solvent in a low moisture and low oxygen environment to prevent hydrolysis of the niobium ethoxide with moisture present in the air. A partial solution/emulsion of cerium (III) 2-ethyl hexanoate in n-butanol was prepared. Then, the niobium ethoxide solution is admixed with the cerium 2-ethyl hexanoate solution/emulsion in an amount to provide a des...